Dataset: the Open Reaction Database (ORD), a public repository of structured organic reaction records. Task: describe an organic reaction: reactants, conditions, products, and yield RXN SMILES: C(OC(=O)[NH:7][CH2:8][CH2:9][C:10](=[O:13])[NH:11][CH3:12])(C)(C)C.[F:15][C:16]([F:21])([F:20])[C:17]([OH:19])=[O:18]>ClCCl>[NH2:7][CH2:8][CH2:9][C:10]([NH:11][CH3:12])=[O:13].[C:17]([OH:19])([C:16]([F:21])([F:20])[F:15])=[O:18]. Starting materials: C(C)(C)(C)OC(NCCC(NC)=O)=O ((2-Methylcarbamoyl-ethyl)-carbamic acid tert-butyl ester), FC(C(=O)O)(F)F (trifluoroacetic acid). Reaction conditions: time 8 hour. Run in ClCCl (dichloromethane). Procedure: (2-Methylcarbamoyl-ethyl)-carbamic acid tert-butyl ester (534 mg, 2.64 mmol) was dissolved in dichloromethane (10 mL) and the solution was treated with trifluoroacetic acid (3 mL). The reaction was allowed to stir overnight at room temperature. The solvent and excess TFA was then concentrated to afford 3-Amino-N-methyl-propionamide as a crude TFA salt. The crude material (270 mg) was used without further purification. Product: NCCC(=O)NC (3-Amino-N-methyl-propionamide), C(=O)(C(F)(F)F)O (TFA). The reactants are O=C([O-])[O-], O=Cc1cc(O)cc(Cl)c1, Cl, [K+], [K+], CN(C)C=O, Cc1ccc(S(=O)(=O)OCC(F)(F)F)cc1. Reaction SMILES: [C:11](=[O:12])([O-:13])[O-:14].[Cl:1][c:2]1[cH:3][c:4]([CH:5]=[O:6])[cH:7][c:8]([OH:10])[cH:9]1.[ClH:33].[K+:15].[K+:16].[O:34]=[CH:35][N:36]([CH3:37])[CH3:38].[c:17]1([CH3:18])[cH:19][cH:20][c:21]([S:22]([O:23][CH2:27][C:28]([F:29])([F:30])[F:31])(=[O:24])=[O:25])[cH:26][cH:32]1>>[Cl:1][c:2]1[cH:3][c:4]([CH:5]=[O:6])[cH:7][c:8]([O:10][CH2:27][C:28]([F:29])([F:30])[F:31])[cH:9]1. Product: O=Cc1cc(Cl)cc(OCC(F)(F)F)c1. Reactants: C(C)(C)(C)OC(=O)N1[C@@H]2C[C@@H]2C[C@H]1COS(=O)(=O)C1=CC=C(C=C1)C ((1R,3S,5R)-3-(toluene-4-sulfonyloxymethyl)-2-aza-bicyclo[3.1.0]hexane-2-carboxylic acid tert-butyl ester), [N-]=[N+]=[N-].[Na+] (NaN3). Solvent: CS(=O)C (DMSO), CCOCC (Et2O). Conditions: temperature 65 celsius, time 8 hour. Yields the product C(C)(C)(C)OC(=O)N1[C@@H]2C[C@@H]2C[C@H]1CN=[N+]=[N-] ((1R,3S,5R)-3-Azidomethyl-2-aza-bicyclo[3.1.0]hexane-2-carboxylic acid tert-butyl ester). As a reaction SMILES: [C:1]([O:5][C:6]([N:8]1[C@H:13]([CH2:14]OS(C2C=CC(C)=CC=2)(=O)=O)[CH2:12][C@@H:11]2[C@H:9]1[CH2:10]2)=[O:7])([CH3:4])([CH3:3])[CH3:2].[N-:26]=[N+:27]=[N-:28].[Na+]>CS(C)=O.CCOCC>[C:1]([O:5][C:6]([N:8]1[C@H:13]([CH2:14][N:26]=[N+:27]=[N-:28])[CH2:12][C@@H:11]2[C@H:9]1[CH2:10]2)=[O:7])([CH3:4])([CH3:3])[CH3:2] |f:1.2|. Procedure details: A mixture of (1R,3S,5R)-3-(toluene-4-sulfonyloxymethyl)-2-aza-bicyclo[3.1.0]hexane-2-carboxylic acid tert-butyl ester (0.400 g, 1.08 mmol) and NaN3 (0.420 g, 6.47 mmol) in dry DMSO (8 mL) was stirred at 65° C. overnight. After cooling, the mixture was diluted with Et2O and washed with water (×3) and brine (×2). The organics were dried (phase separator) and concentrated in vaccuo to give the title compound as a colorless oil. MS (LC-MS): 239.0 [M+H]+; tR (HPLC conditions k): 3.78 min. The materia... Starting materials: CN(C1=NC=C(C=C1)[N+](=O)[O-])C (2-(dimethylamino)-5-nitropyridine). The reagents and catalysts are [Pd] (palladium on carbon). Run in C(C)O (ethanol). Run at time 8 hour. Yields the product CN(C1=NC=C(C=C1)N)C (2-(dimethylamino)-5-aminopyridine). RXN SMILES: [CH3:1][N:2]([CH3:12])[C:3]1[CH:8]=[CH:7][C:6]([N+:9]([O-])=O)=[CH:5][N:4]=1>[Pd].C(O)C>[CH3:1][N:2]([CH3:12])[C:3]1[CH:8]=[CH:7][C:6]([NH2:9])=[CH:5][N:4]=1. Procedure: A mixture of 2-(dimethylamino)-5-nitropyridine (1 eq) and 5% palladium on carbon (0.3 eq) in ethanol was stirred at room temperature and flushed with nitrogen. The reaction vessel was evacuated and purged with hydrogen three times. The reaction mixture was left under an atmosphere of hydrogen overnight. Nitrogen was flushed through the reaction and then the reaction was filtered through a celite pad. The celite pad was washed with excess ethanol before the solvent was removed by evaporation unde...